From a dataset of the Open Reaction Database (ORD), a public repository of structured organic reaction records. describe an organic reaction: reactants, conditions, products, and yield Reactants: C([O-])([O-])=O.[Ca+2] (calcium carbonate), [N+](=O)([O-])[O-].[Ag+] (silver nitrate), [N+](=O)([O-])[O-].[Ag+] (silver nitrate), alkali metal, slurry solution, alkaline earth metal carbonate. Conditions: time 3 hour. Yields the product C([O-])([O-])=O.[Ag+2].C([O-])([O-])=O.[Ca+2] (silver carbonate calcium carbonate). Yield: 125.0%. As a reaction SMILES: [N+]([O-])([O-])=O.[Ag+:5].[C:6](=[O:9])([O-:8])[O-:7].[Ca+2:10]>>[C:6](=[O:7])([O-:9])[O-:8].[Ag+2:5].[C:6](=[O:7])([O-:9])[O-:8].[Ca+2:10] |f:0.1,2.3,4.5.6.7|. Procedure: 200 g of an aqueous silver nitrate solution containing 52 g of silver nitrate was added dropwise to 1,200.0 g of a slurry solution containing 115.3 g of calcium carbonate having a surface area of 0.4 m2/g and an alkali metal content of 20 ppm or less (reagent distributed by Nacalai Tesque, Inc.) as alkaline earth metal carbonate at 20° C. to 25° C., followed by stirring for 3 hours. The solid was collected by filtration, washed with 200 mL of ion exchanged water four times to obtain 193 g of a s... The reactants are B.O1CCCC1 (Borane tetrahydofuran), BrC1=CC2=C(OC3=C([C@@H]4N2C(CC[C@H]4NC(OC)=O)=O)C=CC=C3)C=C1F (methyl (±)-(cis)-(7-bromo-8-fluoro-1,3,4,14b-tetrahydro-4-oxo-2H-dibenzo[b,f]pyrido[1,2-d][1,4]oxazepin-1-yl)carbamate), Cl (hydrochloric acid). The solvent is C(C)(=O)OCC (ethyl acetate), C1CCOC1 (THF). Reaction conditions: time 3 hour. Yields the product BrC1=CC2=C(OC3=C([C@@H]4N2CCC[C@H]4NC(OC)=O)C=CC=C3)C=C1F (Methyl (±)-(cis)-(7-bromo-8-fluoro-1,3,4,14b-tetrahydro-2H-dibenzo[b,f]pyrido[1,2-d][1,4]oxazepin-1-yl)carbamate). Isolated yield 96.6%. As a reaction SMILES: B.O1CCCC1.[Br:7][C:8]1[C:32]([F:33])=[CH:31][C:11]2[O:12][C:13]3[CH:30]=[CH:29][CH:28]=[CH:27][C:14]=3[C@H:15]3[C@H:20]([NH:21][C:22](=[O:25])[O:23][CH3:24])[CH2:19][CH2:18][C:17](=O)[N:16]3[C:10]=2[CH:9]=1.Cl>C1COCC1.C(OCC)(=O)C>[Br:7][C:8]1[C:32]([F:33])=[CH:31][C:11]2[O:12][C:13]3[CH:30]=[CH:29][CH:28]=[CH:27][C:14]=3[C@H:15]3[C@H:20]([NH:21][C:22](=[O:25])[O:23][CH3:24])[CH2:19][CH2:18][CH2:17][N:16]3[C:10]=2[CH:9]=1 |f:0.1|. Procedure details: Borane-tetrahydofuran complex (1.0 M in THF, 970 mL, 970 mmol) was added dropwise to a stirred solution of methyl (±)-(cis)-(7-bromo-8-fluoro-1,3,4,14b-tetrahydro-4-oxo-2H-dibenzo[b,f]pyrido[1,2-d][1,4]oxazepin-1-yl)carbamate (105.2 g, 242 mmol) in THF (1 L). The resulting mixture was stirred at ambient temperature for 3 h. Subsequently, hydrochloric acid (1M) was added dropwise until evolution of gas ceased (±550 mL). The resulting mixture was stirred for 1 h and then diluted with ethyl acetate... Starting materials: COC(=O)c1cc2cc(CBr)ccc2s1, CN(C)C=O, [H-], [Na+], O, Oc1cccnc1. The product is COC(=O)c1cc2cc(COc3cccnc3)ccc2s1. RXN SMILES: [CH3:10][O:11][C:12](=[O:13])[c:14]1[cH:15][c:16]2[c:17]([s:18]1)[cH:19][cH:20][c:21]([CH2:23][Br:24])[cH:22]2.[CH3:26][N:27]([CH3:28])[CH:29]=[O:30].[H-:8].[Na+:9].[OH2:25].[OH:1][c:2]1[cH:3][n:4][cH:5][cH:6][cH:7]1>>[O:1]([c:2]1[cH:3][n:4][cH:5][cH:6][cH:7]1)[CH2:23][c:21]1[cH:20][cH:19][c:17]2[c:16]([cH:15][c:14]([C:12]([O:11][CH3:10])=[O:13])[s:18]2)[cH:22]1. Reactants: CC1(OCCO1)C=1C=C(CN2N=CC(=C2)N)C=CC1 (1-[3-(2-methyl-[1,3]dioxolan-2-yl)-benzyl]-1H-pyrazol-4-ylamine), C1(=CC=CC=C1)C1=C(N=CO1)C(=O)O (5-phenyl-oxazole-4-carboxylic acid). Product: C(C)(=O)C=1C=C(CN2N=CC(=C2)NC(=O)C=2N=COC2C2=CC=CC=C2)C=CC1 (5-Phenyl-oxazole-4-carboxylic acid [1-(3-acetyl-benzyl)-1H-pyrazol-4-yl]-amide). Reaction SMILES: [CH3:1][C:2]1([C:7]2[CH:8]=[C:9]([CH:17]=[CH:18][CH:19]=2)[CH2:10][N:11]2[CH:15]=[C:14]([NH2:16])[CH:13]=[N:12]2)[O:6]CCO1.[C:20]1([C:26]2[O:30][CH:29]=[N:28][C:27]=2[C:31](O)=[O:32])[CH:25]=[CH:24][CH:23]=[CH:22][CH:21]=1>>[C:2]([C:7]1[CH:8]=[C:9]([CH:17]=[CH:18][CH:19]=1)[CH2:10][N:11]1[CH:15]=[C:14]([NH:16][C:31]([C:27]2[N:28]=[CH:29][O:30][C:26]=2[C:20]2[CH:21]=[CH:22][CH:23]=[CH:24][CH:25]=2)=[O:32])[CH:13]=[N:12]1)(=[O:6])[CH3:1]. Reported procedure: Following general procedure B followed by C, starting from 1-[3-(2-methyl-[1,3]dioxolan-2-yl)-benzyl]-1H-pyrazol-4-ylamine and 5-phenyl-oxazole-4-carboxylic acid. LC-MS-conditions 02: tR=1.00 min; [M+H]+=387.06. The reactants are FC=1C=CC(=C(C#N)C1)C (5-fluoro-2-methylbenzonitrile), C1CC(=O)N(C1=O)Br (NBS), C(C1=CC=CC=C1)(=O)OOC(C1=CC=CC=C1)=O (benzoylperoxide). Solvent: C(Cl)(Cl)(Cl)Cl (carbontetrachloride). Yields the product BrCC1=C(C#N)C=C(C=C1)F (2-(Bromomethyl)-5-fluorobenzonitrile). The yield is 59.2%. Reaction SMILES: [F:1][C:2]1[CH:3]=[CH:4][C:5]([CH3:10])=[C:6]([CH:9]=1)[C:7]#[N:8].C1C(=O)N([Br:18])C(=O)C1.C(OOC(=O)C1C=CC=CC=1)(=O)C1C=CC=CC=1>C(Cl)(Cl)(Cl)Cl>[Br:18][CH2:10][C:5]1[CH:4]=[CH:3][C:2]([F:1])=[CH:9][C:6]=1[C:7]#[N:8]. Reported procedure: A mixture of 5-fluoro-2-methylbenzonitrile (2.0 g, 0.015 mol), NBS (3.2 g, 0.018 mol) and benzoylperoxide (0.25 g) in carbontetrachloride (25.0 ml) was heated to reflux for 6 h, under argon atmosphere. The reaction mixture was cooled and filtered. The filtrate was concentrated under reduced pressure, and the residue was purified by flash chromatography (5% EtOAc in hexane) to afford 2-(Bromomethyl)-5-fluorobenzonitrile (1.9 g, 60%) as a colorless liquid: 1H NMR (CDCl3/400 MHz) δ7.59 (m) 7.58 (m,... The reactants are C=CCOCC(COCCCCCCCCC=CCC=CCCCCC)OCCCCCCCCC=CCC=CCCCCC, CCO, O=C(O)C(F)(F)F, [Pd], c1ccc(P(c2ccccc2)c2ccccc2)cc1, c1ccc(P(c2ccccc2)c2ccccc2)cc1, c1ccc(P(c2ccccc2)c2ccccc2)cc1, c1ccc(P(c2ccccc2)c2ccccc2)cc1. Product: CCCCCC=CCC=CCCCCCCCCOCC(CO)OCCCCCCCCC=CCC=CCCCCC. Reaction SMILES: [CH2:1]([CH2:2][CH2:3][CH2:4][CH2:5][CH2:6][CH2:7][CH2:8][CH:9]=[CH:10][CH2:11][CH:12]=[CH:13][CH2:14][CH2:15][CH2:16][CH2:17][CH3:18])[O:19][CH2:20][CH:21]([CH2:22][O:23][CH2:24][CH:25]=[CH2:26])[O:27][CH2:28][CH2:29][CH2:30][CH2:31][CH2:32][CH2:33][CH2:34][CH2:35][CH:36]=[CH:37][CH2:38][CH:39]=[CH:40][CH2:41][CH2:42][CH2:43][CH2:44][CH3:45].[CH3:53][CH2:54][OH:55].[OH:46][C:47]([C:48]([F:49])([F:50])[F:51])=[O:52].[Pd:56].[c:114]1([P:115]([c:116]2[cH:117][cH:118][cH:119][cH:120][cH:121]2)[c:122]2[cH:123][cH:124][cH:125][cH:126][cH:127]2)[cH:128][cH:129][cH:130][cH:131][cH:132]1.[c:57]1([P:58]([c:59]2[cH:60][cH:61][cH:62][cH:63][cH:64]2)[c:65]2[cH:66][cH:67][cH:68][cH:69][cH:70]2)[cH:71][cH:72][cH:73][cH:74][cH:75]1.[c:76]1([P:77]([c:78]2[cH:79][cH:80][cH:81][cH:82][cH:83]2)[c:84]2[cH:85][cH:86][cH:87][cH:88][cH:89]2)[cH:90][cH:91][cH:92][cH:93][cH:94]1.[c:95]1([P:96]([c:97]2[cH:98][cH:99][cH:100][cH:101][cH:102]2)[c:103]2[cH:104][cH:105][cH:106][cH:107][cH:108]2)[cH:109][cH:110][cH:111][cH:112][cH:113]1>>[CH2:1]([CH2:2][CH2:3][CH2:4][CH2:5][CH2:6][CH2:7][CH2:8][CH:9]=[CH:10][CH2:11][CH:12]=[CH:13][CH2:14][CH2:15][CH2:16][CH2:17][CH3:18])[O:19][CH2:20][CH:21]([CH2:22][OH:23])[O:27][CH2:28][CH2:29][CH2:30][CH2:31][CH2:32][CH2:33][CH2:34][CH2:35][CH:36]=[CH:37][CH2:38][CH:39]=[CH:40][CH2:41][CH2:42][CH2:43][CH2:44][CH3:45]. The reactants are O=C([O-])[O-], COc1cc2c(Cl)ncnc2cc1OCCC1CCN(C)CC1, Oc1ccc2[nH]ccc2c1F, [K+], [K+], CN(C)C=O. Yields the product COc1cc2c(Oc3ccc4[nH]ccc4c3F)ncnc2cc1OCCC1CCN(C)CC1. RXN SMILES: [C:35](=[O:36])([O-:37])[O-:38].[Cl:1][c:2]1[n:3][cH:4][n:5][c:6]2[cH:7][c:8]([O:14][CH2:15][CH2:16][CH:17]3[CH2:18][CH2:19][N:20]([CH3:23])[CH2:21][CH2:22]3)[c:9]([O:12][CH3:13])[cH:10][c:11]12.[F:24][c:25]1[c:26]2[cH:27][cH:28][nH:29][c:30]2[cH:31][cH:32][c:33]1[OH:34].[K+:39].[K+:40].[O:41]=[CH:42][N:43]([CH3:44])[CH3:45]>>[c:2]1([O:34][c:33]2[c:25]([F:24])[c:26]3[cH:27][cH:28][nH:29][c:30]3[cH:31][cH:32]2)[n:3][cH:4][n:5][c:6]2[cH:7][c:8]([O:14][CH2:15][CH2:16][CH:17]3[CH2:18][CH2:19][N:20]([CH3:23])[CH2:21][CH2:22]3)[c:9]([O:12][CH3:13])[cH:10][c:11]12. Reactants: C(C)C1=CC=C(C=C1)C1CC(CN(C1)C(=O)N1CC(C1)O)C(=O)O (5-(4-Ethylphenyl)-1-[(3-hydroxyazetidin-1-yl)carbonyl]piperidine-3-carboxylic acid), ON=C(CCOC)N (N′-hydroxy-3-methoxypropanimidamide). Product: C(C)C1=CC=C(C=C1)C1CN(CC(C1)C1=NC(=NO1)CCOC)C(=O)N1CC(C1)O ({3-(4-Ethylphenyl)-5-[3-(2-methoxyethyl)-1,2,4-oxadiazol-5-yl]piperidin-1-yl}(3-hydroxyazetidin-1-yl)methanone). RXN SMILES: [CH2:1]([C:3]1[CH:8]=[CH:7][C:6]([CH:9]2[CH2:14][N:13]([C:15]([N:17]3[CH2:20][CH:19]([OH:21])[CH2:18]3)=[O:16])[CH2:12][CH:11]([C:22]([OH:24])=O)[CH2:10]2)=[CH:5][CH:4]=1)[CH3:2].O[N:26]=[C:27]([NH2:32])[CH2:28][CH2:29][O:30][CH3:31]>>[CH2:1]([C:3]1[CH:8]=[CH:7][C:6]([CH:9]2[CH2:10][CH:11]([C:22]3[O:24][N:32]=[C:27]([CH2:28][CH2:29][O:30][CH3:31])[N:26]=3)[CH2:12][N:13]([C:15]([N:17]3[CH2:20][CH:19]([OH:21])[CH2:18]3)=[O:16])[CH2:14]2)=[CH:5][CH:4]=1)[CH3:2]. Procedure: 60 mg (0.18 mmol) of the compound from Example 138A and 43 mg (0.27 mmol) of N′-hydroxy-3-methoxypropanimidamide were reacted according to the General Method 2. Yield: 25 mg (33% of theory)